describe an organic reaction: reactants, conditions, products, and yield From a dataset of the Open Reaction Database (ORD), a public repository of structured organic reaction records. Starting materials: BrC1=C(C=CC=C1)C=1N=C(C(=NC1C1=NN(C(C=C1)=O)C(C)C)C#N)NCC1=CC=C(C=C1)OC (5-(2-bromophenyl)-6-(1-isopropyl-6-oxo-1,6-dihydro-3-pyridazinyl)-3-[(4-methoxybenzyl)amino]-2-pyrazinecarbonitrile), BrC1=C(C=CC=C1)C1=C(N=C(C(=N1)C#N)NCC1=CC=C(C=C1)OC)C1=NN(C(C=C1)=O)C(C)C (6-(2-bromophenyl)-5-(1-isopropyl-6-oxo-1,6-dihydro-3-pyridazinyl)-3-[(4-methoxybenzyl)amino]-2-pyrazinecarbonitrile). The solvent is C(Cl)(Cl)Cl (CHCl3), O (water). Reaction conditions: temperature 27.5 celsius, time 24 hour. Yields the product NC=1C(=NC(=C(N1)C1=C(C=CC=C1)Br)C1=NN(C(C=C1)=O)C(C)C)C#N (3-amino-5-(2-bromophenyl)-6-(1-isopropyl-6-oxo-1,6-dihydro-3-pyridazinyl)-2-pyrazinecarbonitrile). The yield is 59.3%. RXN SMILES: [Br:1][C:2]1[CH:7]=[CH:6][CH:5]=[CH:4][C:3]=1[C:8]1[N:9]=[C:10]([NH:26]CC2C=CC(OC)=CC=2)[C:11]([C:24]#[N:25])=[N:12][C:13]=1[C:14]1[CH:19]=[CH:18][C:17](=[O:20])[N:16]([CH:21]([CH3:23])[CH3:22])[N:15]=1.BrC1C=CC=CC=1C1N=C(C#N)C(NCC2C=CC(OC)=CC=2)=NC=1C1C=CC(=O)N(C(C)C)N=1>C(Cl)(Cl)Cl.O>[NH2:26][C:10]1[C:11]([C:24]#[N:25])=[N:12][C:13]([C:14]2[CH:19]=[CH:18][C:17](=[O:20])[N:16]([CH:21]([CH3:23])[CH3:22])[N:15]=2)=[C:8]([C:3]2[CH:4]=[CH:5][CH:6]=[CH:7][C:2]=2[Br:1])[N:9]=1. Reported procedure: To a solution of 5-(2-bromophenyl)-6-(1-isopropyl-6-oxo-1,6-dihydro-3-pyridazinyl)-3-[(4-methoxybenzyl)amino]-2-pyrazinecarbonitrile (2.05 g) containing 6-(2-bromophenyl)-5-(1-isopropyl-6-oxo-1,6-dihydro-3-pyridazinyl)-3-[(4-methoxybenzyl)amino]-2-pyrazinecarbonitrile in CHCl3 (60 ml), water (3 ml) and 2,3-dichloro-5,6-dicyano-1,4-benzoqinone (2.63 g) were added and the mixture was stirred at 25-30° C. for 24 hours. The mixture was washed with 1N aq. NaOH, dried over MgSO4 and concentrated under... Reactants: ice water, [H-].[Na+] (sodium hydride), ClC1=NC=C(C=C1)C(C1=CC(=C(C=C1)OC)OC)=O (2-chloro-5-(3,4-dimethoxybenzoyl)pyridine), CNC1=CC=CC=C1 (N-methylaniline). The solvent is CN(C=O)C (dimethylformamide). Conditions: time 30 minute. The product is COC=1C=C(C(=O)C=2C=CC(=NC2)N(C2=CC=CC=C2)C)C=CC1OC (5-(3,4-dimethoxybenzo-yl)-2-(N-methylanilino)pyridine). Isolated yield 31.9%. Reaction SMILES: [CH3:1][NH:2][C:3]1[CH:8]=[CH:7][CH:6]=[CH:5][CH:4]=1.[H-].[Na+].Cl[C:12]1[CH:17]=[CH:16][C:15]([C:18](=[O:29])[C:19]2[CH:24]=[CH:23][C:22]([O:25][CH3:26])=[C:21]([O:27][CH3:28])[CH:20]=2)=[CH:14][N:13]=1>CN(C)C=O>[CH3:28][O:27][C:21]1[CH:20]=[C:19]([CH:24]=[CH:23][C:22]=1[O:25][CH3:26])[C:18]([C:15]1[CH:16]=[CH:17][C:12]([N:2]([CH3:1])[C:3]2[CH:8]=[CH:7][CH:6]=[CH:5][CH:4]=2)=[N:13][CH:14]=1)=[O:29] |f:1.2|. Procedure: In dimethylformamide (30 ml) was dissolved N-methylaniline (1.2 g). To the solution was added 60% sodium hydride (dispersion in praraffin) (150 mg), and the mixture was stirred for 30 minutes. Then there was added 2-chloro-5-(3,4-dimethoxybenzoyl)pyridine (500 mg). The mixture was stirred for 4 hours at 90° C. The reaction mixture was poured into ice-water, which was subjected to extraction with dichloromethane. The organic layer was washed with water, dried over anhydrous sodium sulfate and con... The reactants are [Br-], COCOc1c(C)c(COS(C)(=O)=O)oc(=O)c1C, [Na+], CN(C)C=O. Product: COCOc1c(C)c(CBr)oc(=O)c1C. Reaction SMILES: [Br-:2].[CH3:3][c:4]1[c:5](=[O:21])[o:6][c:7]([CH2:15][O:16][S:17]([CH3:18])(=[O:19])=[O:20])[c:8]([CH3:14])[c:9]1[O:10][CH2:11][O:12][CH3:13].[Na+:1].[O:22]=[CH:23][N:24]([CH3:25])[CH3:26]>>[Br:2][CH2:15][c:7]1[o:6][c:5](=[O:21])[c:4]([CH3:3])[c:9]([O:10][CH2:11][O:12][CH3:13])[c:8]1[CH3:14]. Reactants: C1CCNCC1, C=O, CCCC(C(=O)[O-])C(=O)OCC, CCO. Yields the product C=C(CCC)C(=O)OCC. As a reaction SMILES: [CH2:13]1[CH2:14][CH2:15][NH:16][CH2:17][CH2:18]1.[CH2:19]=[O:20].[CH2:1]([CH2:2][CH3:3])[CH:4]([C:5](=[O:6])[O:7][CH2:8][CH3:9])[C:10]([O-:11])=[O:12].[CH3:21][CH2:22][OH:23]>>[CH2:1]([CH2:2][CH3:3])[C:4]([C:5](=[O:6])[O:7][CH2:8][CH3:9])=[CH2:10].